describe an organic reaction: reactants, conditions, products, and yield From a dataset of the Open Reaction Database (ORD), a public repository of structured organic reaction records. The reactants are O (water), C(CC)O[C@H](CC[C@H](C)O)C ((2S,5S)-5-propoxy-2-hexanol), [Na] (sodium), ClC=1N=NC(=CC1)C1=CC=C(C=C1)OCCCCCCCC (3-chloro-6-(4-octyloxyphenyl)pyridazine). Run in C1(=CC=CC=C1)C (toluene), C1(=CC=CC=C1)C (toluene). The product is C[C@@H](CC[C@H](C)OCCC)OC=1N=NC(=CC1)C1=CC=C(C=C1)OCCCCCCCC (3-[(1S,4S)-1-methyl-4-propoxypentyloxy]-6-(4-octyloxyphenyl)pyridazine). Yield: 21.5%. RXN SMILES: [CH2:1]([O:4][C@@H:5]([CH3:11])[CH2:6][CH2:7][C@@H:8]([OH:10])[CH3:9])[CH2:2][CH3:3].[Na].Cl[C:14]1[N:15]=[N:16][C:17]([C:20]2[CH:25]=[CH:24][C:23]([O:26][CH2:27][CH2:28][CH2:29][CH2:30][CH2:31][CH2:32][CH2:33][CH3:34])=[CH:22][CH:21]=2)=[CH:18][CH:19]=1.O>C1(C)C=CC=CC=1>[CH3:9][C@H:8]([O:10][C:14]1[N:15]=[N:16][C:17]([C:20]2[CH:25]=[CH:24][C:23]([O:26][CH2:27][CH2:28][CH2:29][CH2:30][CH2:31][CH2:32][CH2:33][CH3:34])=[CH:22][CH:21]=2)=[CH:18][CH:19]=1)[CH2:7][CH2:6][C@@H:5]([O:4][CH2:1][CH2:2][CH3:3])[CH3:11] |^1:11|. Procedure: 320 mg (2.0 mM) of the (2S,5S)-5-propoxy-2-hexanol obtained in Reference Example 1 was dissolved in 15 ml of anhydrous toluene. Thereto was added metallic sodium with stirring at room temperature. To the mixture was added 478 g (1.5 mM) of 3-chloro-6-(4-octyloxyphenyl)pyridazine. The resulting mixture was refluxed for 3 hours. The reaction mixture was cooled and mixed with water and toluene. The toluene layer was separated and concentrated under reduced pressure. The residue was subjected to sil... The reactants are N1=CC(=CC=C1)OCCCC#N (4-(3-pyridinyloxy)butyronitrile), [OH-].[Na+] (NaOH), [H-].[Al+3].[Li+].[H-].[H-].[H-] (lithium aluminum hydride), O (H2O), O (H2O). Run in CCOCC (ether), C1CCOC1 (THF), CCOCC (ether). The product is N1=CC(=CC=C1)OCCCCN (4-(3-pyridinyloxy)-1-butanamine). The yield is 53.0%. RXN SMILES: [H-].[Al+3].[Li+].[H-].[H-].[H-].[N:7]1[CH:12]=[CH:11][CH:10]=[C:9]([O:13][CH2:14][CH2:15][CH2:16][C:17]#[N:18])[CH:8]=1.O.[OH-].[Na+]>CCOCC.C1COCC1>[N:7]1[CH:12]=[CH:11][CH:10]=[C:9]([O:13][CH2:14][CH2:15][CH2:16][CH2:17][NH2:18])[CH:8]=1 |f:0.1.2.3.4.5,8.9|. Procedure details: To 2.9 g (0.073 mol) of lithium aluminum hydride stirred at 25° in 100 ml of anhydrous ether at 25° was added dropwise 4.7 g (0.029 mol) of 4-(3-pyridinyloxy)butyronitrile in 30 ml of ether and 20 ml anhydrous THF over 15 minutes. The reaction mixture was then stirred at reflux for 3.5 hours, cooled in an ice bath during the addition of 3 ml of H2O, followed by 3 ml of 15% NaOH solution and finally 9 ml of H2O. The granular solid was filtered, washed with CHCl3 and the filtrate was concentrated ... Reactants: BrC=1C=C2C(=CC(NC2=CC1)=O)O (6-Bromo-4-hydroxyquinolin-2(1H)-one), BrC=1C=C2C(=C(C(=NC2=CC1)Cl)CC1=CC=C(C#N)C=C1)Cl (4-((6-Bromo-2,4-dichloroquinolin-3-yl)methyl)benzonitrile), FC(C1=NC=C(C=O)C=C1)(F)F (6-(trifluoromethyl)nicotinaldehyde), CC=1NC(=C(CC1C(=O)OCC)C(=O)OCC)C (diethyl 2,6-dimethyl-1,4-dihydropyridine-3,5-dicarboxylate). Run in N1=CC=CC=C1 (pyridine), C(C)(C)O (isopropanol). Reaction conditions: time 1 hour. Product: BrC=1C=C2C(=C(C(=NC2=CC1)O)CC=1C=NC(=CC1)C(F)(F)F)O (6-bromo-3-((6-(trifluoromethyl)pyridin-3-yl)methyl)quinoline-2,4-diol). As a reaction SMILES: [Br:1][C:2]1[CH:3]=[C:4]2[C:9](=[CH:10][CH:11]=1)[NH:8][C:7](=[O:12])[CH:6]=[C:5]2[OH:13].BrC1C=C2C(=CC=1)N=C(Cl)C(CC1C=CC(C#N)=CC=1)=C2Cl.[F:36][C:37]([F:47])([F:46])[C:38]1[CH:45]=[CH:44][C:41]([CH:42]=O)=[CH:40][N:39]=1.CC1NC(C)=C(C(OCC)=O)CC=1C(OCC)=O>N1C=CC=CC=1.C(O)(C)C>[Br:1][C:2]1[CH:3]=[C:4]2[C:9](=[CH:10][CH:11]=1)[N:8]=[C:7]([OH:12])[C:6]([CH2:42][C:41]1[CH:40]=[N:39][C:38]([C:37]([F:47])([F:36])[F:46])=[CH:45][CH:44]=1)=[C:5]2[OH:13]. Procedure details: 6-Bromo-4-hydroxyquinolin-2(1H)-one (3.2 g, 18.3 mmol, Intermediate 44: step a), 6-(trifluoromethyl)nicotinaldehyde (4.0 g, 16.7 mmol), and diethyl 2,6-dimethyl-1,4-dihydropyridine-3,5-dicarboxylate (4.2 g, 16.7 mmol), in pyridine (34 mL) were heated to 105° C. for 3 hours. The solution was allowed to cool to ambient temperature, resulting in the formation of solid. Minimal isopropanol was added to the mixture and the slurry was stirred for 1 hour, sonicated, and filtered. The filtered solids we...